This data is from the Open Reaction Database (ORD), a public repository of structured organic reaction records. The task is: describe an organic reaction: reactants, conditions, products, and yield The reactants are CS (methylmercaptan), FC1=CC=C(C(=O)C2=C(NC(S2)=O)C)C=C1 (5-(4-fluorobenzoyl)-4-methyl-2(3H)-thiazolone), stainless steel. The solvent is C(C)O (ethanol). The product is CC=1NC(SC1C(C1=CC=C(C=C1)SC)=O)=O (4-Methyl-5-[4-(Methylthio)benzoyl]-2(3H)-Thiazolone). As a reaction SMILES: [CH3:1][SH:2].F[C:4]1[CH:18]=[CH:17][C:7]([C:8]([C:10]2[S:14][C:13](=[O:15])[NH:12][C:11]=2[CH3:16])=[O:9])=[CH:6][CH:5]=1>C(O)C>[CH3:16][C:11]1[NH:12][C:13](=[O:15])[S:14][C:10]=1[C:8](=[O:9])[C:7]1[CH:17]=[CH:18][C:4]([S:2][CH3:1])=[CH:5][CH:6]=1. Reported procedure: Gaseus methylmercaptan is added to a solution of 5-(4-fluorobenzoyl)-4-methyl-2(3H)-thiazolone (4.7 g) in ethanol (200 ml) to saturation. The mixture is heated at 120° C. in a sealed stainless steel container for 16 hours. After cooling to ambient temperature, the mixture is evaporated to dryness. The residue is recrystallized twice from ethanol to give the title compound. Starting materials: BrC1=C(C(=O)OCC)C=CC(=C1)[N+](=O)[O-] (Ethyl 2-bromo-4-nitrobenzoate), Cl (hydrochloric acid), C([O-])(O)=O.[Na+] (sodium bicarbonate). Reagents/catalysts: [Fe] (iron). Solvent: C(C)O (ethanol). Product: NC1=CC(=C(C(=O)OCC)C=C1)Br (ethyl 4-amino-2-bromobenzoate). Isolated yield 84.8%. Reaction SMILES: [Br:1][C:2]1[CH:12]=[C:11]([N+:13]([O-])=O)[CH:10]=[CH:9][C:3]=1[C:4]([O:6][CH2:7][CH3:8])=[O:5].Cl.C(=O)(O)[O-].[Na+]>[Fe].C(O)C>[NH2:13][C:11]1[CH:10]=[CH:9][C:3]([C:4]([O:6][CH2:7][CH3:8])=[O:5])=[C:2]([Br:1])[CH:12]=1 |f:2.3|. Procedure details: Ethyl 2-bromo-4-nitrobenzoate (46g; 0.17 mole), ethanol (250 ml), iron powder (28 g; 0.5 mole) and concentrated hydrochloric acid (20 ml) are successively introduced into a 1 liter flask. The mixture is taken to reflux temperature for four hours. After cooling, the reaction mixture is treated with a saturated solution of sodium bicarbonate (500 ml) and extracted with ethyl acetate (5×300 ml). After drying over magnesium sulphate, filtration and evaporation, ethyl 4-amino-2-bromobenzoate (35.2 g;...